Dataset: the Open Reaction Database (ORD), a public repository of structured organic reaction records. Task: describe an organic reaction: reactants, conditions, products, and yield Product: FC(F)(F)C(F)(F)C(F)(F)C(F)(F)C(F)(F)C(F)(F)C(F)(F)C(F)(F)CCCCCCCCCCCBr. The reactants are Br, OCCCCCCCCCCCC(F)(F)C(F)(F)C(F)(F)C(F)(F)C(F)(F)C(F)(F)C(F)(F)C(F)(F)F, O, O=S(=O)(O)O. As a reaction SMILES: [BrH:38].[F:1][C:2]([C:3]([C:4]([C:5]([C:6]([C:7]([C:8]([CH2:9][CH2:10][CH2:11][CH2:12][CH2:13][CH2:14][CH2:15][CH2:16][CH2:17][CH2:18][CH2:19][OH:20])([F:21])[F:22])([F:23])[F:24])([F:25])[F:26])([F:27])[F:28])([F:29])[F:30])([F:31])[F:32])([C:33]([F:34])([F:35])[F:36])[F:37].[OH2:44].[S:39](=[O:40])(=[O:41])([OH:42])[OH:43]>>[F:1][C:2]([C:3]([C:4]([C:5]([C:6]([C:7]([C:8]([CH2:9][CH2:10][CH2:11][CH2:12][CH2:13][CH2:14][CH2:15][CH2:16][CH2:17][CH2:18][CH2:19][Br:38])([F:21])[F:22])([F:23])[F:24])([F:25])[F:26])([F:27])[F:28])([F:29])[F:30])([F:31])[F:32])([C:33]([F:34])([F:35])[F:36])[F:37].